This data is from the Open Reaction Database (ORD), a public repository of structured organic reaction records. The task is: describe an organic reaction: reactants, conditions, products, and yield Conditions: time 6 hour. As a reaction SMILES: C([Li])CCC.C[Si](C)(C)[N:8]([CH2:13][C:14]#[CH:15])[Si](C)(C)C.[CH3:18][N:19]1[C:27]2[N:26]=[CH:25][N:24]([CH2:28][CH2:29][CH3:30])[C:23]=2[C:22](=[O:31])[N:21]([CH2:32][CH2:33][CH2:34][CH2:35][C:36](=[O:38])[CH3:37])[C:20]1=[O:39]>CCCCCC.O1CCCC1>[NH2:8][CH2:13][C:14]#[C:15][C:36]([OH:38])([CH3:37])[CH2:35][CH2:34][CH2:33][CH2:32][N:21]1[C:22](=[O:31])[C:23]2[N:24]([CH2:28][CH2:29][CH3:30])[CH:25]=[N:26][C:27]=2[N:19]([CH3:18])[C:20]1=[O:39]. Procedure details: 29 ml (46.5 mmol) of a 15% strength butyllithium solution in n-hexane were slowly added dropwise to a stirred solution of 9.26 g (46.5 mmol) of N,N-bis(trimethylsilyl)-2-propynylamine from stage C1 in 50 ml of tetrahydrofuran at -40° C. under argon. The mixture was then warmed to room temperature and again cooled to -40° C., and a solution of 14.25 g (46.5 mmol) of 3-methyl-1-(5-oxohexyl)-7-propylxanthine in 40 ml of tetrahydrofuran was slowly added. After removal of the cooling bath, the mixtur... The reactants are CN1C(N(C(C=2N(C=NC12)CCC)=O)CCCCC(C)=O)=O (3-methyl-1-(5-oxohexyl)-7-propylxanthine), C(CCC)[Li] (butyllithium), C[Si](N([Si](C)(C)C)CC#C)(C)C (N,N-bis(trimethylsilyl)-2-propynylamine). Run in O1CCCC1 (tetrahydrofuran), CCCCCC (n-hexane), O1CCCC1 (tetrahydrofuran). Yields the product NCC#CC(CCCCN1C(=O)N(C=2N=CN(C2C1=O)CCC)C)(C)O (1-(8-Amino-5-hydroxy-5-methyl-6-octynyl)-3-methyl-7-propylxanthine).